Dataset: the Open Reaction Database (ORD), a public repository of structured organic reaction records. Task: describe an organic reaction: reactants, conditions, products, and yield The product is O=C(O)c1ccc(C2(NC(=O)c3cccc4ccn(Cc5ccc(C(F)(F)F)cc5)c34)CC2)cc1. Starting materials: C1CCOC1, CO, COC(=O)c1ccc(C2(NC(=O)c3cccc4ccn(Cc5ccc(C(F)(F)F)cc5)c34)CC2)cc1, [K+], [OH-], O. Reaction SMILES: [CH2:38]1[O:39][CH2:40][CH2:41][CH2:42]1.[CH3:43][OH:44].[F:1][C:2]([c:3]1[cH:4][cH:5][c:6]([CH2:7][n:8]2[cH:9][cH:10][c:11]3[cH:12][cH:13][cH:14][c:15]([C:17](=[O:18])[NH:19][C:20]4([c:23]5[cH:24][cH:25][c:26]([C:27](=[O:28])[O:29][CH3:30])[cH:31][cH:32]5)[CH2:21][CH2:22]4)[c:16]23)[cH:33][cH:34]1)([F:35])[F:36].[K+:46].[OH-:45].[OH2:37]>>[F:1][C:2]([c:3]1[cH:4][cH:5][c:6]([CH2:7][n:8]2[cH:9][cH:10][c:11]3[cH:12][cH:13][cH:14][c:15]([C:17](=[O:18])[NH:19][C:20]4([c:23]5[cH:24][cH:25][c:26]([C:27](=[O:28])[OH:29])[cH:31][cH:32]5)[CH2:21][CH2:22]4)[c:16]23)[cH:33][cH:34]1)([F:35])[F:36]. Reactants: CC1(C)CC(NC(=O)Nc2ccccc2)c2cc(C#N)ccc21, O=C=NCc1ccccc1, CCO. Product: CC1(C)CC(NC(=O)NCc2ccccc2)c2cc(C#N)ccc21. RXN SMILES: [C:1](#[N:2])[c:3]1[cH:4][cH:5][c:6]2[c:10]([cH:11]1)[CH:9]([NH:12][C:13](=[O:14])[NH:15][c:16]1[cH:17][cH:18][cH:19][cH:20][cH:21]1)[CH2:8][C:7]2([CH3:22])[CH3:23].[CH2:24]([c:25]1[cH:26][cH:27][cH:28][cH:29][cH:30]1)[N:31]=[C:32]=[O:33].[CH3:34][CH2:35][OH:36]>>[C:1](#[N:2])[c:3]1[cH:4][cH:5][c:6]2[c:10]([cH:11]1)[CH:9]([NH:12][C:13](=[O:14])[NH:15][CH2:24][c:25]1[cH:26][cH:27][cH:28][cH:29][cH:30]1)[CH2:8][C:7]2([CH3:22])[CH3:23]. Starting materials: CCNCC, CC#N, O=[N+]([O-])c1ccc(S(=O)CCCCl)cc1. Yields the product CCN(CC)CCCS(=O)c1ccc([N+](=O)[O-])cc1, Cl. RXN SMILES: [CH2:16]([CH3:17])[NH:18][CH2:19][CH3:20].[CH3:21][C:22]#[N:23].[Cl:1][CH2:2][CH2:3][CH2:4][S:5](=[O:6])[c:7]1[cH:8][cH:9][c:10]([N+:13](=[O:14])[O-:15])[cH:11][cH:12]1>>[CH2:2]([CH2:3][CH2:4][S:5](=[O:6])[c:7]1[cH:8][cH:9][c:10]([N+:13](=[O:14])[O-:15])[cH:11][cH:12]1)[N:18]([CH2:16][CH3:17])[CH2:19][CH3:20].[ClH:1].